Dataset: the Open Reaction Database (ORD), a public repository of structured organic reaction records. Task: describe an organic reaction: reactants, conditions, products, and yield The reactants are CC(C)(C)OC(=O)N1CC2CN(c3nc(Br)cs3)CC2C1, CCCC[Sn](CCCC)(CCCC)c1ccccc1, Cc1ccccc1, CCOC(C)=O, [Cs+], [F-]. Product: CC(C)(C)OC(=O)N1CC2CN(c3nc(-c4ccccc4)cs3)CC2C1. As a reaction SMILES: [C:1]([CH3:2])([CH3:3])([CH3:4])[O:5][C:6](=[O:7])[N:8]1[CH2:9][CH:10]2[CH2:11][N:12]([c:16]3[s:17][cH:18][c:19]([Br:21])[n:20]3)[CH2:13][CH:14]2[CH2:15]1.[CH2:22]([Sn:23]([CH2:24][CH2:25][CH2:26][CH3:33])([c:27]1[cH:28][cH:29][cH:30][cH:31][cH:32]1)[CH2:34][CH2:35][CH2:36][CH3:37])[CH2:38][CH2:39][CH3:40].[CH3:43][c:44]1[cH:45][cH:46][cH:47][cH:48][cH:49]1.[CH3:50][CH2:51][O:52][C:53](=[O:54])[CH3:55].[Cs+:42].[F-:41]>>[C:1]([CH3:2])([CH3:3])([CH3:4])[O:5][C:6](=[O:7])[N:8]1[CH2:9][CH:10]2[CH2:11][N:12]([c:16]3[s:17][cH:18][c:19](-[c:27]4[cH:28][cH:29][cH:30][cH:31][cH:32]4)[n:20]3)[CH2:13][CH:14]2[CH2:15]1. Starting materials: N#CC12CN3CC1C2C3, C1CCOC1, CC(C)C[AlH]CC(C)C, CCCCCC. Yields the product O=CC12CN3CC1C2C3. RXN SMILES: [C:1](#[N:2])[C:3]12[CH:4]3[CH2:5][N:6]([CH2:7][CH:8]13)[CH2:9]2.[CH2:19]1[CH2:22][CH2:21][CH2:20][O:23]1.[CH3:10][CH:11]([CH2:12][AlH:13][CH2:14][CH:15]([CH3:16])[CH3:17])[CH3:18].[CH3:24][CH2:25][CH2:26][CH2:27][CH2:28][CH3:29]>>[CH:1]([C:3]12[CH:4]3[CH2:5][N:6]([CH2:7][CH:8]13)[CH2:9]2)=[O:23]. Run at temperature 100 celsius. Product: C(CC)C=1NC(=C(N1)C=O)Cl (2-n-propyl-5-chlorimidazole-4-carbaldehyde). The yield is 45.4%. Reported procedure: N,N-dimethylformamide (7.04 g, 96.3 mmol) was added to a mixture of 2-n-propyl-3,5-dihydroimidazol-4-one (4.49 g, 35.6 mmol) and POCl3 (14.76 g, 96.3 mmol) in chlorobenzene (40 ml) at 100° C. The mixture was heated for 2 hours at 100° C., cooled and poured on 40 g of ice. The mixture was adjusted to pH 1 by the addition of 30 percent sodium hydroxide solution (22.5 ml) and the phases were separated. The aqueous phase was extracted twice with 40 ml of ethyl acetate each and the combined organic p... Solvent: ClC1=CC=CC=C1 (chlorobenzene). RXN SMILES: CN(C)[CH:3]=[O:4].[CH2:6]([C:9]1[NH:13][C:12](=O)[CH2:11][N:10]=1)[CH2:7][CH3:8].O=P(Cl)(Cl)[Cl:17].[OH-].[Na+]>ClC1C=CC=CC=1>[CH2:6]([C:9]1[NH:13][C:12]([Cl:17])=[C:11]([CH:3]=[O:4])[N:10]=1)[CH2:7][CH3:8] |f:3.4|. Reactants: ice, CN(C=O)C (N,N-dimethylformamide), C(CC)C1=NCC(N1)=O (2-n-propyl-3,5-dihydroimidazol-4-one), O=P(Cl)(Cl)Cl (POCl3), [OH-].[Na+] (sodium hydroxide). Starting materials: C(CCCCCCCCCCC)OC1=CC=C(C=C1)CC(=O)N(C)CC(=O)OCC (ethyl N-(4-dodecyloxyphenylacetyl)-N-methylaminoacetate), CC(C)([O-])C.[K+] (potassium tertiary butoxide), Cl (HCl). Run in C1CCOC1 (THF), CN(C)C=O (DMF). Reaction conditions: time 1 hour. Yields the product CN1C(C(=C(C1)O)C1=CC=C(C=C1)OCCCCCCCCCCCC)=O (N-methyl-3-(4-dodecyloxyphenyl)-4-hydroxy-3-pyrrolin-2-one). Yield: 64.3%. As a reaction SMILES: [CH2:1]([O:13][C:14]1[CH:19]=[CH:18][C:17]([CH2:20][C:21]([N:23]([CH2:25][C:26]([O:28]CC)=O)[CH3:24])=[O:22])=[CH:16][CH:15]=1)[CH2:2][CH2:3][CH2:4][CH2:5][CH2:6][CH2:7][CH2:8][CH2:9][CH2:10][CH2:11][CH3:12].CC(C)([O-])C.[K+].Cl>C1COCC1.CN(C=O)C>[CH3:24][N:23]1[CH2:25][C:26]([OH:28])=[C:20]([C:17]2[CH:18]=[CH:19][C:14]([O:13][CH2:1][CH2:2][CH2:3][CH2:4][CH2:5][CH2:6][CH2:7][CH2:8][CH2:9][CH2:10][CH2:11][CH3:12])=[CH:15][CH:16]=2)[C:21]1=[O:22] |f:1.2|. Procedure details: In a mixture of THF (50 ml) and DMF (10 ml) was dissolved ethyl N-(4-dodecyloxyphenylacetyl)-N-methylaminoacetate (4.0 g, 0.01 mol.). To the solution was added at room temperature potassium tertiary butoxide (1.8 g, 1.6 mol.) and the mixture was stirred for one hour, to which was then added 2N HCl (20 ml), followed by extraction with ethyl acetate. The organic layer was washed with water, dried and concentrated under reduced pressure to give crude crystals. The crude crystals were recrystallized... Reactants: COC(=O)C=CCN(CC(=O)NNC(=O)OC(C)(C)C)S(=O)(=O)c1ccc2cc(Cl)ccc2c1, C1CCOC1, CC(C)(C)[O-], [K+]. The product is COC(=O)CC1CN(S(=O)(=O)c2ccc3cc(Cl)ccc3c2)CC(=O)N1NC(=O)OC(C)(C)C. RXN SMILES: [C:1]([CH3:2])([CH3:3])([CH3:4])[O:5][C:6](=[O:7])[NH:8][NH:9][C:10]([CH2:11][N:12]([CH2:13][CH:14]=[CH:15][C:16](=[O:17])[O:18][CH3:19])[S:20](=[O:21])(=[O:22])[c:23]1[cH:24][c:25]2[cH:26][cH:27][c:28]([Cl:33])[cH:29][c:30]2[cH:31][cH:32]1)=[O:34].[CH2:41]1[O:42][CH2:43][CH2:44][CH2:45]1.[CH3:35][C:36]([CH3:37])([O-:38])[CH3:39].[K+:40]>>[C:1]([CH3:2])([CH3:3])([CH3:4])[O:5][C:6](=[O:7])[NH:8][N:9]1[C:10](=[O:34])[CH2:11][N:12]([S:20](=[O:21])(=[O:22])[c:23]2[cH:24][c:25]3[cH:26][cH:27][c:28]([Cl:33])[cH:29][c:30]3[cH:31][cH:32]2)[CH2:13][CH:14]1[CH2:15][C:16](=[O:17])[O:18][CH3:19].